From a dataset of the Open Reaction Database (ORD), a public repository of structured organic reaction records. describe an organic reaction: reactants, conditions, products, and yield Starting materials: C(C)(=O)N1CC2=C(C(=CC=C2[C@H](C1)C1=CC(=C(C=C1)OC)OC)OC)OC ((R)-(-)-N-acetyl-7,8-dimethoxy-4-(3,4-dimethoxyphenyl)-1,2,3,4-tetrahydroisoquinoline), Cl (hydrochloric acid). The solvent is C(C)O (ethanol). Yields the product O.Cl.OC1=CC=C2[C@H](CNCC2=C1O)C1=CC(=C(C=C1)O)O ((R)-(+)-7,8-dihydroxy-4-(3,4-dihydroxyphenyl)-1,2,3,4-tetrahydroisoquinoline hydrochloride monohydrate). As a reaction SMILES: C([N:4]1[CH2:13][C@H:12]([C:14]2[CH:19]=[CH:18][C:17]([O:20]C)=[C:16]([O:22]C)[CH:15]=2)[C:11]2[C:6](=[C:7]([O:26]C)[C:8]([O:24]C)=[CH:9][CH:10]=2)[CH2:5]1)(=[O:3])C.[ClH:28]>C(O)C>[OH2:3].[ClH:28].[OH:24][C:8]1[C:7]([OH:26])=[C:6]2[C:11]([C@@H:12]([C:14]3[CH:19]=[CH:18][C:17]([OH:20])=[C:16]([OH:22])[CH:15]=3)[CH2:13][NH:4][CH2:5]2)=[CH:10][CH:9]=1 |f:3.4.5|. Procedure details: (i) To 1.15 g of (R)-(+)-N-acetyl-7,8-dihydroxy-4-(3,4-dihydroxyphenyl)-1,2,3,4-tetrahydroisoquinoline 1/4 hydrate were added 9 ml of 3N hydrochloric acid and 9 ml of ethanol, and the mixture was heated under an argon gas stream for 24 hours. After the reaction solution was cooled, the crystals which separated out were collected by filtration, affording 1.09 g of (R)-(+)-7,8-dihydroxy-4-(3,4-dihydroxyphenyl)-1,2,3,4-tetrahydroisoquinoline hydrochloride monohydrate. Starting materials: OC=1C=C(C(=O)O)C=C(C1)O (3,5-dihydroxybenzoic acid), C(C=C)O (allyl alcohol), C[Si](C)(C)Cl (trimethylsilyl chloride). Reaction conditions: temperature -20 celsius, time 16 hour. The product is C(C=C)OC(C1=CC(=CC(=C1)O)O)=O (3,5-Dihydroxy-benzoic acid allyl ester). As a reaction SMILES: [OH:1][C:2]1[CH:3]=[C:4]([CH:8]=[C:9]([OH:11])[CH:10]=1)[C:5]([OH:7])=[O:6].[CH2:12](O)[CH:13]=[CH2:14].C[Si](Cl)(C)C>>[CH2:14]([O:6][C:5](=[O:7])[C:4]1[CH:3]=[C:2]([OH:1])[CH:10]=[C:9]([OH:11])[CH:8]=1)[CH:13]=[CH2:12]. Procedure details: To 1.5 g of 3,5-dihydroxybenzoic acid in screw-capped vial was added 10 g of allyl alcohol and the vial was closed and cooled to −20° C. To the cold contents of the reaction vial was added 5 mL of trimethylsilyl chloride via syringe through a septum. The reaction vial was allowed to warm to room temperature and agitated for 16 hours. The vial was opened carefully and its contents transferred to a round-bottomed flask. The solvent was removed under reduced pressure and the residual solid was drie... Reactants: CC(=O)OC(C)=O, Oc1ccccc1Sc1ccccc1F. Yields the product CC(=O)Oc1ccccc1Sc1ccccc1F. As a reaction SMILES: [CH3:16][C:17](=[O:18])[O:19][C:20](=[O:21])[CH3:22].[F:1][c:2]1[c:3]([S:8][c:9]2[c:10]([OH:15])[cH:11][cH:12][cH:13][cH:14]2)[cH:4][cH:5][cH:6][cH:7]1>>[F:1][c:2]1[c:3]([S:8][c:9]2[c:10]([O:15][C:17]([CH3:16])=[O:18])[cH:11][cH:12][cH:13][cH:14]2)[cH:4][cH:5][cH:6][cH:7]1.